This data is from the Open Reaction Database (ORD), a public repository of structured organic reaction records. The task is: describe an organic reaction: reactants, conditions, products, and yield Starting materials: CS(C)=O, COc1ccc(N(C)c2nc(Cl)nc3ccc(OC)cc23)cc1, NCCO. Product: COc1ccc(N(C)c2nc(NCCO)nc3ccc(OC)cc23)cc1. Reaction SMILES: [CH3:28][S:29]([CH3:30])=[O:31].[Cl:1][c:2]1[n:3][c:4]2[cH:5][cH:6][c:7]([O:22][CH3:23])[cH:8][c:9]2[c:10]([N:12]([CH3:13])[c:14]2[cH:15][cH:16][c:17]([O:20][CH3:21])[cH:18][cH:19]2)[n:11]1.[OH:24][CH2:25][CH2:26][NH2:27]>>[c:2]1([NH:27][CH2:26][CH2:25][OH:24])[n:3][c:4]2[cH:5][cH:6][c:7]([O:22][CH3:23])[cH:8][c:9]2[c:10]([N:12]([CH3:13])[c:14]2[cH:15][cH:16][c:17]([O:20][CH3:21])[cH:18][cH:19]2)[n:11]1. The reactants are COC=1C=C2C=CC=NC2=CC1 (6-methoxyquinoline), C(=O)[O-].[NH4+] (ammonium formate). The reagents and catalysts are [Pd] (Pd/C). The solvent is CO (MeOH). Yields the product COC=1C=C2CCCNC2=CC1 (6-Methoxy-1,2,3,4-tetrahydro-quinoline). The yield is 89.0%. As a reaction SMILES: [CH3:1][O:2][C:3]1[CH:4]=[C:5]2[C:10](=[CH:11][CH:12]=1)[N:9]=[CH:8][CH:7]=[CH:6]2.C([O-])=O.[NH4+]>CO.[Pd]>[CH3:1][O:2][C:3]1[CH:4]=[C:5]2[C:10](=[CH:11][CH:12]=1)[NH:9][CH2:8][CH2:7][CH2:6]2 |f:1.2|. Procedure details: A mixture of 6-methoxyquinoline (69 μL, 0.5 mmol), ammonium formate (0.32 g, 5.0 mmol), and 10% Pd/C (0.05 g) in anhydrous MeOH (5 mL) was microwaved for 900 s at 100° C. The mixture was filtered and 2M HCl in Et2O (1.5 mL) was added. The product was redissolved in H20/DCM and the aqueous layer basified with 0.1M aq. NaOH (pH 8). After extracting three times with DCM, the organic layer was concentrated to give the product in 89% yield. The product was used without further purification. LC/MS (10... The reactants are [Br-], C[Mg+], CNC(=O)c1cc(Oc2ccc3nc(S(C)=O)oc3c2)ccn1, N=Cc1cccc2c1OCCO2, O=Cc1cccc2c1OCCO2, CC(N)c1cccc2c1OCCO2, O=C(O)C(F)(F)F. Yields the product CNC(=O)c1cc(Oc2ccc3nc(NC(C)c4cccc5c4OCCO5)oc3c2)ccn1. As a reaction SMILES: [Br-:25].[CH3:26][Mg+:27].[CH3:48][NH:49][C:50](=[O:51])[c:52]1[n:53][cH:54][cH:55][c:56]([O:58][c:59]2[cH:60][c:61]3[c:62]([n:63][c:64]([S:66]([CH3:67])=[O:68])[o:65]3)[cH:69][cH:70]2)[cH:57]1.[O:13]1[c:14]2[cH:15][cH:16][cH:17][c:18]([CH:19]=[NH:20])[c:21]2[O:22][CH2:23][CH2:24]1.[O:1]1[c:2]2[cH:3][cH:4][cH:5][c:6]([CH:7]=[O:8])[c:9]2[O:10][CH2:11][CH2:12]1.[O:28]1[CH2:29][CH2:30][O:31][c:32]2[c:33]1[cH:34][cH:35][cH:36][c:37]2[CH:38]([CH3:39])[NH2:40].[OH:41][C:42]([C:43]([F:44])([F:45])[F:46])=[O:47]>>[O:28]1[CH2:29][CH2:30][O:31][c:32]2[c:33]1[cH:34][cH:35][cH:36][c:37]2[CH:38]([CH3:39])[NH:40][c:64]1[n:63][c:62]2[c:61]([cH:60][c:59]([O:58][c:56]3[cH:55][cH:54][n:53][c:52]([C:50]([NH:49][CH3:48])=[O:51])[cH:57]3)[cH:70][cH:69]2)[o:65]1. The product is Cl.COC=1C=C2C[C@@H](C2=CC1OC)CN(CCO)CCC(=O)N1CCC2=C(CC1)C=C(C(=C2)OC)OC (2-({[(7S)-3,4-Dimethoxybicyclo[4.2.0]octa-1,3,5-trien-7-yl]methyl}[3-(7,8-dimethoxy-1,2,4,5-tetrahydro-3H-3-benzazepin-3-yl)-3-oxopropyl]-amino)-ethanol hydrochloride). Run at time 45 minute. Reactants: Cl.COC=1C=C2C[C@@H](C2=CC1OC)CNCCC(=O)N1CCC2=C(CC1)C=C(C(=C2)OC)OC (N-{[(7S)-3,4-Dimethoxybicyclo[4.2.0]octa-1,3,5-trien-7-yl]methyl}-3-(7,8-dimethoxy-1,2,4,5-tetrahydro-3H-3-benzazepin-3-yl)-3-oxopropan-1-amine hydrochloride), [OH-].[Na+] (sodium hydroxide), O1C(COC(C1)O)O (1,4-dioxane-2,5-diol), C(C)(=O)O[BH-](OC(C)=O)OC(C)=O.[Na+] (sodium triacetoxyborohydride). Procedure: 1 g (2.2 mmol) of (7S)-N-[(3,4-dimethoxybicyclo[4.2.0]octa-1,3,5-trien-7-yl)methyl]-3-(7,8-dimethoxy-1,2,4,5-tetrahydro-3H-3-benzazepin-3-yl)-3-oxopropan-1-amine (obtained by returning the compound of Example 4 to the base), 0.4 g (3.3 mmol) of 1,4-dioxane-2,5-diol, 0.7 g (3.3 mmol) of sodium triacetoxyborohydride and 8 mL of methylene chloride are mixed together. After 45 minutes at ambient temperature, the reaction mixture is rendered basic with 10 mL of 1N sodium hydroxide solution and stirri... Reaction SMILES: [ClH:1].[CH3:2][O:3][C:4]1[CH:5]=[C:6]2[C:9](=[CH:10][C:11]=1[O:12][CH3:13])[C@@H:8]([CH2:14][NH:15][CH2:16][CH2:17][C:18]([N:20]1[CH2:26][CH2:25][C:24]3[CH:27]=[C:28]([O:33][CH3:34])[C:29]([O:31][CH3:32])=[CH:30][C:23]=3[CH2:22][CH2:21]1)=[O:19])[CH2:7]2.[O:35]1CC(O)O[CH2:37][CH:36]1O.C(O[BH-](OC(=O)C)OC(=O)C)(=O)C.[Na+].[OH-].[Na+]>C(Cl)Cl>[ClH:1].[CH3:2][O:3][C:4]1[CH:5]=[C:6]2[C:9](=[CH:10][C:11]=1[O:12][CH3:13])[C@@H:8]([CH2:14][N:15]([CH2:16][CH2:17][C:18]([N:20]1[CH2:21][CH2:22][C:23]3[CH:30]=[C:29]([O:31][CH3:32])[C:28]([O:33][CH3:34])=[CH:27][C:24]=3[CH2:25][CH2:26]1)=[O:19])[CH2:37][CH2:36][OH:35])[CH2:7]2 |f:0.1,3.4,5.6,8.9|. The solvent is C(Cl)Cl (methylene chloride). Reaction SMILES: [CH3:1][N:2]1[C:10]([CH3:11])=[CH:9][C:8](=[O:12])[C:4]([C:5]([OH:7])=[O:6])=[C:3]1[C:13]1[CH:18]=[CH:17][CH:16]=[CH:15][CH:14]=1.[OH-].[Na+].BrBr.[Br:23]C1C(=O)C(Br)=C(C)N(C)C=1C1C=CC=CC=1>CO>[Br:23][C:9]1[C:8](=[O:12])[C:4]([C:5]([OH:7])=[O:6])=[C:3]([C:13]2[CH:18]=[CH:17][CH:16]=[CH:15][CH:14]=2)[N:2]([CH3:1])[C:10]=1[CH3:11] |f:1.2|. The product is BrC1=C(N(C(=C(C(=O)O)C1=O)C1=CC=CC=C1)C)C (5-bromo-1,6-dimethyl-2-phenyl-4-oxonicotinic acid). The solvent is CO (methanol), CO (methanol). Reported procedure: 6.0 g of 1,6-dimethyl-2-phenyl-4-oxonicotinic acid is suspended in 200 ml of methanol. 1.0 g of sodium hydroxide is added. As soon as the acid dissolves a solution of 5.52 g of Br2 in 50 ml of methanol is slowly added with stirring. The pH of the reaction mixture is maintained at 8-9 by the addition of extra sodium hydroxide as required. A precipitate of 3,5-dibromo-1,6-dimethyl-2-phenyl-pyrid-4-one forms. This material is collected by filtration and discarded. Acidification of the clear filtrat... The reactants are BrBr (Br2), CN1C(=C(C(=O)O)C(C=C1C)=O)C1=CC=CC=C1 (1,6-dimethyl-2-phenyl-4-oxonicotinic acid), [OH-].[Na+] (sodium hydroxide), BrC1=C(N(C(=C(C1=O)Br)C)C)C1=CC=CC=C1 (3,5-dibromo-1,6-dimethyl-2-phenyl-pyrid-4-one), [OH-].[Na+] (sodium hydroxide). Reactants: N1=C(C=NC2=CC=CC=C12)N1CCC2(CCCNC2=O)CC1 (9-(quinoxalin-2-yl)-2,9-diazaspiro[5.5]undecan-1-one), BrCC1=C(C=CC=C1)C1=NC(=NO1)C (5-(2-(bromomethyl)phenyl)-3-methyl-1,2,4-oxadiazole), O (water), [H-].[Na+] (sodium hydride). The reagents and catalysts are CCCC[N+](CCCC)(CCCC)CCCC.[I-] (TBAI). Run in C1CCOC1 (THF), C1CCOC1 (THF), C(C)(=O)OCC (ethyl acetate). Run at temperature 0 celsius, time 20 minute. Yields the product CC1=NOC(=N1)C1=C(CN2C(C3(CCC2)CCN(CC3)C3=NC2=CC=CC=C2N=C3)=O)C=CC=C1 (2-(2-(3-methyl-1,2,4-oxadiazol-5-yl)benzyl)-9-(quinoxalin-2-yl)-2,9-diazaspiro[5.5]undecan-1-one). Isolated yield 98.0%. RXN SMILES: [N:1]1[C:10]2[C:5](=[CH:6][CH:7]=[CH:8][CH:9]=2)[N:4]=[CH:3][C:2]=1[N:11]1[CH2:22][CH2:21][C:14]2([C:19](=[O:20])[NH:18][CH2:17][CH2:16][CH2:15]2)[CH2:13][CH2:12]1.[H-].[Na+].Br[CH2:26][C:27]1[CH:32]=[CH:31][CH:30]=[CH:29][C:28]=1[C:33]1[O:37][N:36]=[C:35]([CH3:38])[N:34]=1.O>CCCC[N+](CCCC)(CCCC)CCCC.[I-].C1COCC1.C(OCC)(=O)C>[CH3:38][C:35]1[N:34]=[C:33]([C:28]2[CH:29]=[CH:30][CH:31]=[CH:32][C:27]=2[CH2:26][N:18]2[CH2:17][CH2:16][CH2:15][C:14]3([CH2:21][CH2:22][N:11]([C:2]4[CH:3]=[N:4][C:5]5[C:10](=[CH:9][CH:8]=[CH:7][CH:6]=5)[N:1]=4)[CH2:12][CH2:13]3)[C:19]2=[O:20])[O:37][N:36]=1 |f:1.2,5.6|. Procedure details: To a suspension of 9-(quinoxalin-2-yl)-2,9-diazaspiro[5.5]undecan-1-one (41 mg, 0.14 mmol) and TBAI (2.6 mg, 6.9 μmol) in THF (0.6 ml) was added sodium hydride (7.0 mg, 95%, 2.8 mmol) at 0° C. The yellow suspension was stirred for 20 min at 0° C. under argon. A solution of 5-(2-(bromomethyl)phenyl)-3-methyl-1,2,4-oxadiazole in dry THF (0.4 ml) was added and stirring was continued for 2 h at rt. To the reaction mixture was added water and ethyl acetate. The aqueous phase was extracted with ethyl ... The reactants are [C-]#N.[Na+] (NaCN), ClCC=1C=C2CCCC2=CC1 (5-chloromethylindan), O (H2O). Run in CS(=O)C (DMSO). Conditions: time 8 hour. The product is C1CCC2=CC(=CC=C12)CC#N (5-Indanylacetonitrile). RXN SMILES: [C-:1]#[N:2].[Na+].Cl[CH2:5][C:6]1[CH:7]=[C:8]2[C:12](=[CH:13][CH:14]=1)[CH2:11][CH2:10][CH2:9]2.O>CS(C)=O>[CH2:11]1[C:12]2[C:8](=[CH:7][C:6]([CH2:5][C:1]#[N:2])=[CH:14][CH:13]=2)[CH2:9][CH2:10]1 |f:0.1|. Procedure: To a stirred, partial solution of NaCN (11.4 g, 0.232 mol) in DMSO 75 mL) was added 5-chloromethylindan (35.2 g, 0.211 mol) dropwise over 45 minutes. (The internal temperature was maintained below 65° C.). The resulting mixture was stirred at room temperature overnight. H2O (250 mL) was added and the mixture was extracted with ether. The organic phase was washed with H2O (200 mL), 6N HCl (100 mL), H2O (200 mL), saturated aqueous NaHCO3 (100 mL), and saturated aqueous NaCl, dried (MgSO4), and con... The reactants are [Al+3], CON(C)C(=O)c1oc2ccc(C)cc2c1C, [H-], [H-], [H-], [H-], [Li+], C1CCOC1, O. Yields the product Cc1ccc2oc(C=O)c(C)c2c1. Reaction SMILES: [Al+3:19].[CH3:1][O:2][N:3]([C:4](=[O:5])[c:6]1[o:7][c:8]2[c:9]([c:10]1[CH3:11])[cH:12][c:13]([CH3:16])[cH:14][cH:15]2)[CH3:17].[H-:18].[H-:21].[H-:22].[H-:23].[Li+:20].[O:25]1[CH2:26][CH2:27][CH2:28][CH2:29]1.[OH2:24]>>[CH:4](=[O:5])[c:6]1[o:7][c:8]2[c:9]([c:10]1[CH3:11])[cH:12][c:13]([CH3:16])[cH:14][cH:15]2. The reactants are [H-].C(C(C)C)[Al+]CC(C)C (Diisobutylaluminum hydride), solution, ClC1=CC=C(C(C#N)(C)C)C=C1 (p-chloro-α-methylhydratroponitrile), O (water), Cl (hydrochloric acid). Run in CCCCCC (hexane), C(C)OCC (diethyl ether). Run at time 8 hour. Product: ClC1=CC=C(C=C1)C(C=O)(C)C (2-(p-Chlorophenyl)-2-methylpropionaldehyde). The yield is 94.0%. Reaction SMILES: [H-].C([Al+]CC(C)C)C(C)C.[Cl:11][C:12]1[CH:22]=[CH:21][C:15]([C:16]([CH3:20])([CH3:19])[C:17]#N)=[CH:14][CH:13]=1.[OH2:23].Cl>CCCCCC.C(OCC)C>[Cl:11][C:12]1[CH:22]=[CH:21][C:15]([C:16]([CH3:20])([CH3:19])[CH:17]=[O:23])=[CH:14][CH:13]=1 |f:0.1|. Reported procedure: Diisobutylaluminum hydride (0.236 mol, 236 mL of a 1M solution in hexane) is added over 90 minutes to a solution of p-chloro-α-methylhydratroponitrile (32.6 g, 0.181 mol) in diethyl ether under nitrogen at 0° C. After the addition is complete, water and 6N hydrochloric acid are added to the reaction mixture while maintaining the temperature below 30° C. The resultant aqueous solution is stirred overnight at room temperature and extracted with diethyl ether The organic extracts are combined, wash... Reactants: C1CCOC1, COc1cc2ncnc(Oc3cccc(N)c3F)c2cc1OC, CN(C)c1ccncc1, CC(C)(c1cc(NC(=O)Oc2ccccc2)no1)C(F)(F)F, CC(C)(c1cc(NC(=O)[O-])no1)C(F)(F)F. The product is COc1cc2ncnc(Oc3cccc(NC(=O)Nc4cc(C(C)(C)C(F)(F)F)on4)c3F)c2cc1OC. Reaction SMILES: [CH2:62]1[O:63][CH2:64][CH2:65][CH2:66]1.[CH3:1][O:2][c:3]1[cH:4][c:5]2[c:6]([O:15][c:16]3[c:17]([F:23])[c:18]([NH2:19])[cH:20][cH:21][cH:22]3)[n:7][cH:8][n:9][c:10]2[cH:11][c:12]1[O:13][CH3:14].[CH3:67][N:68]([CH3:69])[c:70]1[cH:71][cH:72][n:73][cH:74][cH:75]1.[F:24][C:25]([C:26]([CH3:27])([CH3:28])[c:29]1[cH:30][c:31]([NH:34][C:35]([O:36][c:38]2[cH:39][cH:40][cH:41][cH:42][cH:43]2)=[O:37])[n:32][o:33]1)([F:44])[F:45].[F:46][C:47]([F:48])([F:49])[C:50]([c:51]1[o:52][n:53][c:54]([NH:55][C:56](=[O:57])[O-:58])[cH:59]1)([CH3:60])[CH3:61]>>[CH3:1][O:2][c:3]1[cH:4][c:5]2[c:6]([O:15][c:16]3[c:17]([F:23])[c:18]([NH:19][C:35]([NH:34][c:31]4[cH:30][c:29]([C:26]([C:25]([F:24])([F:44])[F:45])([CH3:27])[CH3:28])[o:33][n:32]4)=[O:36])[cH:20][cH:21][cH:22]3)[n:7][cH:8][n:9][c:10]2[cH:11][c:12]1[O:13][CH3:14].